Dataset: the Open Reaction Database (ORD), a public repository of structured organic reaction records. Task: describe an organic reaction: reactants, conditions, products, and yield Starting materials: IC=1C=C(C(=NC1)N)[N+](=O)[O-] (5-iodo-3-nitropyridin-2-amine), N(=O)[O-].[Na+] (sodium nitrite), Cl (HCl), [OH-].[NH4+] (ammonium hydroxide), O (water). The reagents and catalysts are [Cu]Cl (copper(I) chloride). Run at time 12 hour. Product: ClC1=NC=C(C=C1[N+](=O)[O-])I (2-Chloro-5-iodo-3-nitropyridine). The yield is 43.0%. As a reaction SMILES: [I:1][C:2]1[CH:3]=[C:4]([N+:9]([O-:11])=[O:10])[C:5](N)=[N:6][CH:7]=1.N([O-])=O.[Na+].[OH-].[NH4+].O.[ClH:19]>[Cu]Cl>[Cl:19][C:5]1[C:4]([N+:9]([O-:11])=[O:10])=[CH:3][C:2]([I:1])=[CH:7][N:6]=1 |f:1.2,3.4|. Reported procedure: To a solution of 5-iodo-3-nitropyridin-2-amine (1.3 g, 4.9 mmol) in concentrated HCl at 0° C. was added sodium nitrite (6.73 g, 97.13 mmol, 20 eq.) stepwise followed by the addition of copper(I) chloride (0.5 g, 4.9 mmol, 1 eq.) and the mixture was stirred at RT for 12 h. The mixture was then poured in to a mixture of ammonium hydroxide and water (1:1) and extracted with ethylacetate (3×150 ml). The combined organic layer was washed with water, aqueous sodium thiosulfate, brine and dried over so... Starting materials: [H-].[Na+] (Sodium hydride), C(C1=CC=CC=C1)O (benzyl alcohol), ClC1=NC=CN=C1Cl (2,3-dichloropyrazine). Run in C1=CC=CC=C1 (benzene), C1=CC=CC=C1 (benzene). Product: ClC1=NC=CN=C1OCC1=CC=CC=C1 (2-chloro-3-benzyloxypyrazine). RXN SMILES: [H-].[Na+].[CH2:3]([OH:10])[C:4]1[CH:9]=[CH:8][CH:7]=[CH:6][CH:5]=1.[Cl:11][C:12]1[C:17](Cl)=[N:16][CH:15]=[CH:14][N:13]=1>C1C=CC=CC=1>[Cl:11][C:12]1[C:17]([O:10][CH2:3][C:4]2[CH:9]=[CH:8][CH:7]=[CH:6][CH:5]=2)=[N:16][CH:15]=[CH:14][N:13]=1 |f:0.1|. Procedure: Sodium hydride (0.10 mole) is added to 0.10 mole of benzyl alcohol in 100 ml. dry benzene and the mixture is refluxed 1-2 hours. The cooled solution is treated with 0.10 mole of 2,3-dichloropyrazine in 100 ml. of benzene. The mixture is refluxed for 20-60 hours, cooled, washed with water, dried, and evaporated and the product distilled in vacuo to give 2-chloro-3-benzyloxypyrazine. Reactants: [OH-].[K+] (KOH), C1(=CC=CC=C1)C1=C(CBr)C=CC=C1 (2-phenylbenzyl bromide), CCO (EtOH). Reagents/catalysts: C(CC(=O)OCC)(=O)OCC (diethyl malonate), [Na] (sodium). The solvent is O (H2O), O (H2O), O (H2O). Reaction conditions: temperature 130 celsius. The product is C1(=CC=CC=C1)C1=C(C=CC=C1)CCC(=O)O (3-(2-phenylphenyl)propionic acid). Yield: 81.0%. Reaction SMILES: [C:1]1([C:7]2[CH:14]=[CH:13][CH:12]=[CH:11][C:8]=2[CH2:9]Br)[CH:6]=[CH:5][CH:4]=[CH:3][CH:2]=1.[OH-:15].[K+].[CH3:17][CH2:18][OH:19]>O.C(OCC)(=O)CC(OCC)=O.[Na]>[C:1]1([C:7]2[CH:14]=[CH:13][CH:12]=[CH:11][C:8]=2[CH2:9][CH2:17][C:18]([OH:15])=[O:19])[CH:6]=[CH:5][CH:4]=[CH:3][CH:2]=1 |f:1.2,^1:31|. Reported procedure: 93 cm3 (0.61 mmol) of diethyl malonate dissolved in 50 cm3 of H2P-free EtOH were added dropwise at room temperature to 14 g (0.61 mmol) of sodium in 400 cm3 of H2O-free EtOR. 150 g (0.61 mmol) of 2-phenylbenzyl bromide in 200 cm3 of H2O-free EtOH were subsequently added dropwise, and the mixture was refluxed for 3 hours. 102 g (1.83 mol) of KOH dissolved in 150 cm3 of H2O were added at room temperature, and the mixture was refluxed for a further 4 hours. The solvent was removed in vacuo, H2O was... Reactants: C(C=C)OC(=O)N1[C@@H](CCC1)/C=C(/C(C[C@@H]1[C@H](C(N1C(C(=O)OCC=C)=P(C1=CC=CC=C1)(C1=CC=CC=C1)C1=CC=CC=C1)=O)[C@@H](C)O[Si](C)(C)C(C)(C)C)=O)\C (Allyl 2-[(3S,4R)-4-[(E)-4-{(2S)-1-allyloxycarbonylpyrrolidin-2-yl}-3-methyl-2-oxo-3-butenyl]-3-{(1R)-1-t-butyldimethylsilyloxyethyl}-2-oxoazetidin-1-yl]-2-triphenylphosphoranylideneacetate). The solvent is C=1(C(=CC=CC1)C)C (xylene). Reaction conditions: temperature 150 celsius. The product is C(C=C)OC(=O)N1[C@@H](CCC1)/C=C(\C)/C1=C(N2C([C@@H]([C@H]2C1)[C@@H](C)O[Si](C)(C)C(C)(C)C)=O)C(=O)OCC=C (allyl (5R,6S)-3-[(E)-2-{(2S)-1-allyloxycarbonylpyrrolidin-2-yl}-1-methylethenyl]-6-{(1R)-1-t-butyldimethylsilyloxyethyl]-7-oxo-1-azabicyclo[3.2.0]hept-2-ene-2-carboxylate). The yield is 82.8%. As a reaction SMILES: [CH2:1]([O:4][C:5]([N:7]1[CH2:11][CH2:10][CH2:9][C@H:8]1/[CH:12]=[C:13](\[CH3:58])/[C:14](=O)[CH2:15][C@H:16]1[N:19]([C:20](=P(C2C=CC=CC=2)(C2C=CC=CC=2)C2C=CC=CC=2)[C:21]([O:23][CH2:24][CH:25]=[CH2:26])=[O:22])[C:18](=[O:46])[C@@H:17]1[C@H:47]([O:49][Si:50]([C:53]([CH3:56])([CH3:55])[CH3:54])([CH3:52])[CH3:51])[CH3:48])=[O:6])[CH:2]=[CH2:3]>C1(C)C(C)=CC=CC=1>[CH2:1]([O:4][C:5]([N:7]1[CH2:11][CH2:10][CH2:9][C@H:8]1/[CH:12]=[C:13](/[C:14]1[CH2:15][C@H:16]2[N:19]([C:18](=[O:46])[C@@H:17]2[C@H:47]([O:49][Si:50]([C:53]([CH3:54])([CH3:56])[CH3:55])([CH3:51])[CH3:52])[CH3:48])[C:20]=1[C:21]([O:23][CH2:24][CH:25]=[CH2:26])=[O:22])\[CH3:58])=[O:6])[CH:2]=[CH2:3]. Procedure: Allyl 2-[(3S,4R)-4-[(E)-4-{(2S)-1-allyloxycarbonylpyrrolidin-2-yl}-3-methyl-2-oxo-3-butenyl]-3-{(1R)-1-t-butyldimethylsilyloxyethyl}-2-oxoazetidin-1-yl]-2-triphenylphosphoranylideneacetate (9.78 g) was dissolved in degassed xylene (150 ml) and the solution was heated to 150° C. for 10 hours. Evaporation of the mixture gave a residue, which was chromatographed on silica gel (250 ml) eluting with a mixture of n-hexane and ethyl acetate (2:8-7:3 V/V) to give allyl (5R,6S)-3-[(E)-2-{(2S)-1-allyloxyc...